From a dataset of the Open Reaction Database (ORD), a public repository of structured organic reaction records. describe an organic reaction: reactants, conditions, products, and yield Reaction SMILES: [Br:3][c:4]1[cH:5][cH:6][c:7]([OH:10])[cH:8][cH:9]1.[CH2:16]1[O:17][CH2:18][CH2:19][CH2:20]1.[Cl:11][CH2:12][O:13][CH3:14].[H-:2].[Na+:1].[OH2:15]>>[Br:3][c:4]1[cH:5][cH:6][c:7]([O:10][CH2:12][O:13][CH3:14])[cH:8][cH:9]1. The reactants are Oc1ccc(Br)cc1, C1CCOC1, COCCl, [H-], [Na+], O. The product is COCOc1ccc(Br)cc1. The reactants are C[C@@H]1NC2=CC=CC=C2C1 ((S)-2-methylindoline), [Na] (sodium), FCC1CN(CCO1)C=1N=C(NC(C1)=O)CC(=O)O ([4-(2-fluoromethylmorpholin-4-yl)-6-oxo-1,6-dihydropyrimidin-2-yl]acetic acid), Cl.CN(CCCN=C=NCC)C (N-[3-(dimethylamino)propyl]-N′-ethylcarbodiimide hydrochloride). The solvent is CN(C=O)C (dimethylformamide), N1=CC=CC=C1 (pyridine), O (water). Conditions: temperature 20 celsius, time 72 hour. Yields the product FCC1CN(CCO1)C1=CC(NC(=N1)CC(=O)N1[C@H](CC2=CC=CC=C12)C)=O ((+)-6-(2-Fluoromethylmorpholin-4-yl)-2-[2-((S)-2-methyl-2,3-dihydroindol-1-yl)-2-oxoethyl]-3H-pyrimidin-4-one). As a reaction SMILES: [Na].[F:2][CH2:3][CH:4]1[O:9][CH2:8][CH2:7][N:6]([C:10]2[N:11]=[C:12]([CH2:17][C:18]([OH:20])=O)[NH:13][C:14](=[O:16])[CH:15]=2)[CH2:5]1.Cl.CN(C)CCCN=C=NCC.[CH3:33][C@H:34]1[CH2:42][C:41]2[C:36](=[CH:37][CH:38]=[CH:39][CH:40]=2)[NH:35]1>N1C=CC=CC=1.CN(C)C=O.O>[F:2][CH2:3][CH:4]1[O:9][CH2:8][CH2:7][N:6]([C:10]2[N:11]=[C:12]([CH2:17][C:18]([N:35]3[C:36]4[C:41](=[CH:40][CH:39]=[CH:38][CH:37]=4)[CH2:42][C@@H:34]3[CH3:33])=[O:20])[NH:13][C:14](=[O:16])[CH:15]=2)[CH2:5]1 |f:2.3,^1:0|. Reported procedure: In a three-necked flask under argon, 0.5 g of the sodium salt of [4-(2-fluoromethylmorpholin-4-yl)-6-oxo-1,6-dihydropyrimidin-2-yl]acetic acid previously obtained (example 30b, step 3b) is placed in 7 ml of pyridine and 7 ml of dimethylformamide, and then N-[3-(dimethylamino)propyl]-N′-ethylcarbodiimide hydrochloride is added at ambient temperature, followed by 0.25 g of (S)-2-methylindoline (CAS 22160-09-4). The reaction medium is stirred at ambient temperature (20° C.) for 72 hours. 25 ml of w...